From a dataset of the Open Reaction Database (ORD), a public repository of structured organic reaction records. describe an organic reaction: reactants, conditions, products, and yield Reactants: CC(C)(C)OC(=O)N1CC=C(c2ncccc2Cl)CC1, CC(C)(C)OC(=O)N1CC=C(c2nccs2)CC1. As a reaction SMILES: [Cl:1][c:2]1[c:3]([C:8]2=[CH:13][CH2:12][N:11]([C:14]([O:15][C:16]([CH3:17])([CH3:18])[CH3:19])=[O:20])[CH2:10][CH2:9]2)[n:4][cH:5][cH:6][cH:7]1.[s:21]1[cH:22][cH:23][n:24][c:25]1[C:26]1=[CH:38][CH2:37][N:29]([C:30]([O:31][C:32]([CH3:33])([CH3:34])[CH3:35])=[O:36])[CH2:28][CH2:27]1>>[Cl:1][c:2]1[c:3]([C:8]2=[CH:13][CH2:12][NH:11][CH2:10][CH2:9]2)[n:4][cH:5][cH:6][cH:7]1. Product: Clc1cccnc1C1=CCNCC1.